Dataset: the Open Reaction Database (ORD), a public repository of structured organic reaction records. Task: describe an organic reaction: reactants, conditions, products, and yield Starting materials: CN(C(S)=S)C (N,N-dimethyldithiocarbamic acid), [N+](=O)([O-])C=1C(=C(C=C(C1NCCOC)[N+](=O)[O-])C(F)(F)F)Cl (3,5-dinitro-4-[2-methoxyethylamino]-2-chlorobenzotrifluoride), CS(=O)C (dimethyl sulfoxide), CS(=O)C (dimethyl sulfoxide). Run at time 2 hour. Yields the product COCCNC1=C(C=C(C2=C1SC(S2)=O)C(F)(F)F)[N+](=O)[O-] (7-[2-methoxyethylamino]-6-nitro-4-trifluoromethyl-1,3-benzodithiol-2-one). Reaction SMILES: CN(C)[C:3](=[S:5])[SH:4].[N+:7]([C:10]1[C:11](Cl)=[C:12]([C:24]([F:27])([F:26])[F:25])[CH:13]=[C:14]([N+]([O-])=O)[C:15]=1[NH:16][CH2:17][CH2:18][O:19][CH3:20])([O-:9])=[O:8].CS(C)=[O:31]>>[CH3:20][O:19][CH2:18][CH2:17][NH:16][C:15]1[C:14]2[S:5][C:3](=[O:31])[S:4][C:13]=2[C:12]([C:24]([F:27])([F:26])[F:25])=[CH:11][C:10]=1[N+:7]([O-:9])=[O:8]. Procedure: A solution of 9.5 g (0.053 mole) of N,N-dimethyldithiocarbamic acid (sodium salt dihydrate) in 25 ml of dimethyl sulfoxide is added dropwise at 20° C. in the course of 1 hour to a solution of 18 g (0.052 mole) of 3,5-dinitro-4-[2-methoxyethylamino]-2-chlorobenzotrifluoride in 160 ml of dimethyl sulfoxide, and the batch is stirred for 11/2 hours at room temperature. Stirring is then continued for 3 hours at 80° C. (internal temperature). For working up, the reaction mixture is poured on ice-water... Starting materials: BrC=1C(=C(C=C(C1Cl)Cl)N)N (3-Bromo-4,5dichloro-1,2-phenylenediamine), N1=CC=CC=C1 (pyridine), C(C)(C)N=C=S (isopropyl isothiocyanate), CC1=CC=C(C=C1)S(=O)(=O)[O-].C[N+]1(CCOCC1)CCN=C=NC2CCCCC2 (1-cyclohexyl-3-(2-morpholinoethyl)carbodiimide metho-p-toluenesulfonate). Solvent: CCCCCC.C(C)(=O)OCC (hexane ethyl acetate). The product is BrC1=C(C(=CC=2NC(=NC21)NC(C)C)Cl)Cl (4Bromo-5,6-dichloro-2-(isopropylamino)-1H-benzimidazole). Isolated yield 608.4%. Reaction SMILES: [Br:1][C:2]1[C:3]([NH2:11])=[C:4]([NH2:10])[CH:5]=[C:6]([Cl:9])[C:7]=1[Cl:8].[CH:12]([N:15]=[C:16]=S)([CH3:14])[CH3:13].CC1C=CC(S([O-])(=O)=O)=CC=1.C[N+]1(CCN=C=NC2CCCCC2)CCOCC1.N1C=CC=CC=1>CCCCCC.C(OCC)(=O)C>[Br:1][C:2]1[C:3]2[N:11]=[C:16]([NH:15][CH:12]([CH3:14])[CH3:13])[NH:10][C:4]=2[CH:5]=[C:6]([Cl:9])[C:7]=1[Cl:8] |f:2.3,5.6|. Procedure details: 3-Bromo-4,5dichloro-1,2-phenylenediamine (25.0 g, 97.7 mmol), isopropyl isothiocyanate (11.2 g, 110.5 mmol), 1-cyclohexyl-3-(2-morpholinoethyl)carbodiimide metho-p-toluenesulfonate (56.8 g, 134.1 mmol) and pyridine (500 mL) were used according to general procedure I. The product was isolated by silica gel chromatography using 7:3 hexane/ethyl acetate to afford 192 g (62%) of a tan solid; m p. 247-249° C. Anal. Calcd for C10H10BrCl2N3-(0.08 C6H14): C, 38.15; H, 3.40; N, 12.74. Found: C, 38.15; H,... Starting materials: O=CC(Cl)(Cl)Cl (chloral), N1(N=CN=C1)C1(CC1)C(C)=O (1,2,4-triazol-1-yl-acetyl-cyclopropane), C(C)(=O)[O-].[Na+] (sodium acetate). The solvent is C(C)(=O)O (acetic acid). Run at temperature 42 celsius, time 12 hour. The product is ClC(C(C(C(=O)C1CC1)N1N=CN=C1)O)(Cl)Cl (1,1,1-trichloro-2-hydroxy-3-(1,2,4-triazol-1-yl)-4-cyclopropyl-butan-4-one). Yield: 57.6%. Reaction SMILES: [O:1]=[CH:2][C:3]([Cl:6])([Cl:5])[Cl:4].[N:7]1([C:12]2([C:15](=[O:17])[CH3:16])CC2)[CH:11]=[N:10][CH:9]=[N:8]1.[C:18]([O-])(=O)[CH3:19].[Na+]>C(O)(=O)C>[Cl:4][C:3]([Cl:6])([Cl:5])[CH:2]([OH:1])[CH:12]([N:7]1[CH:11]=[N:10][CH:9]=[N:8]1)[C:15]([CH:16]1[CH2:19][CH2:18]1)=[O:17] |f:2.3|. Reported procedure: 14.8 g (0.1 mol) of chloral were added dropwise to 7.6 g (0.05 mol) of 1,2,4-triazol-1-yl-acetyl-cyclopropane, 7.5 g of glacial acetic acid and 4.1 g (0.05 mol) of sodium acetate, the internal temperature increasing to approx. 42° C. The reaction mixture was stirred for 5 hours at 80° C. and for 12 hours at room temperature, and was then introduced onto water. The resulting precipitate was filtered off under suction and recrystallized from toluene. 8.6 g (57.6% of theory) of 1,1,1-trichloro-2-hy...